describe an organic reaction: reactants, conditions, products, and yield From a dataset of the Open Reaction Database (ORD), a public repository of structured organic reaction records. The product is CCNC(=O)OCC(N)c1ccccc1C(F)(F)F, Cl. The reactants are CCNC(=O)OCC(NC(=O)OC(C)(C)C)c1ccccc1C(F)(F)F, Cl, C1COCCO1. RXN SMILES: [CH2:1]([CH3:2])[NH:3][C:4]([O:5][CH2:6][CH:7]([c:8]1[c:9]([C:14]([F:15])([F:16])[F:17])[cH:10][cH:11][cH:12][cH:13]1)[NH:18][C:19]([O:20][C:21]([CH3:22])([CH3:23])[CH3:24])=[O:25])=[O:26].[ClH:27].[O:28]1[CH2:29][CH2:30][O:31][CH2:32][CH2:33]1>>[CH2:1]([CH3:2])[NH:3][C:4]([O:5][CH2:6][CH:7]([c:8]1[c:9]([C:14]([F:15])([F:16])[F:17])[cH:10][cH:11][cH:12][cH:13]1)[NH2:18])=[O:26].[ClH:27]. Reactants: C1COP(=O)(NC1O)N(CCCl)CCCl (4-hydroxycyclophosphamide), [NH4+].SCCS(=O)(=O)[O-] (ammonium 2-mercaptoethanesulphonate), ClC(C(=O)O)(Cl)Cl (trichloroacetic acid). The solvent is CN(C=O)C (dimethylformamide). Run at time 20 hour. Product: [NH4+].ClCCN(P1(OCCCN1SCCS(=O)(=O)[O-])=O)CCCl (2-[2-(bis-(2-chloroethyl)-amino)-2-oxo-tetrahydro-2H-1,3,2-oxazaphosphorin-3-yl-thio]-ethanesulphonic acid ammonium salt). RXN SMILES: [CH2:1]1[CH:7](O)[NH:6][P:4]([N:9]([CH2:13][CH2:14][Cl:15])[CH2:10][CH2:11][Cl:12])(=[O:5])[O:3][CH2:2]1.[NH4+].[SH:17][CH2:18][CH2:19][S:20]([O-:23])(=[O:22])=[O:21].ClC(Cl)(Cl)C(O)=O>CN(C)C=O>[NH4+:6].[Cl:12][CH2:11][CH2:10][N:9]([CH2:13][CH2:14][Cl:15])[P:4]1(=[O:5])[N:6]([S:17][CH2:18][CH2:19][S:20]([O-:23])(=[O:22])=[O:21])[CH2:7][CH2:1][CH2:2][O:3]1 |f:1.2,5.6|. Procedure: 2.8 g (10 mmol), of 4-hydroxycyclophosphamide and 1.6 g (10 mmol) of ammonium-2-mercaptoethanesulphonate were dissolved with a cataytic quantity of trichloroacetic acid in 10 ml of dimethylformamide and were stored in a refrigerator at -25° C. for 20 hours. After a further 5 hours at 0° C., the mixture was mixed with ehter until clouding commenced and was triturbated. The crystrallised material was filtered with suction after 1 day at 0° C., washed dried and recrystallised from n-propanol. The reactants are C(C1=CC=CC=C1)(N)=S (benzothioamide), BrCC(C(=O)OCC)=O (ethyl bromopyruvate). Solvent: C1CCOC1 (THF). The product is C1(=CC=CC=C1)C=1SC=C(N1)C(=O)OC (Methyl 2-phenylthiazole-4-carboxylate). Reaction SMILES: [C:1](=[S:9])([NH2:8])[C:2]1[CH:7]=[CH:6][CH:5]=[CH:4][CH:3]=1.Br[CH2:11][C:12](=O)[C:13]([O:15][CH2:16]C)=[O:14]>C1COCC1>[C:2]1([C:1]2[S:9][CH:11]=[C:12]([C:13]([O:15][CH3:16])=[O:14])[N:8]=2)[CH:7]=[CH:6][CH:5]=[CH:4][CH:3]=1. Procedure: A solution of benzothioamide (4.0 g, 29.2 mmol) in THF (80 mL) was treated dropwise with ethyl bromopyruvate (7.6 g, 39 mmol) and heated at reflux for 18 hours. The reaction was then concentrated under vacuum, diluted with ethyl acetate, washed with water (1×), brine (1×) and dried over anhydrous magnesium sulfate. The residue obtained after concentration was purified by silica gel chromatography (4.5×11 cm, 20% AcOEt/toluene), followed by a second purification with 20% AcOEt/hexane. The title m... Reactants: [H-].[H-].[H-].[H-].[Li+].[Al+3] (LAH), BrC1=CC2=C(NC([C@@H](NC2)C)=O)N=C1 ((S)-7-bromo-3-methyl-4,5-dihydro-1H-pyrido[2,3-e][1,4]diazepin-2(3H)-one). Procedure details: To a solution of LAH (2.5 mL, 2.52 mmol) was added a solution of (S)-7-bromo-3-methyl-4,5-dihydro-1H-pyrido[2,3-e][1,4]diazepin-2(3H)-one (375 mg, 1.26 mmol) in THF (10 mL) at 0° C. The reaction was warmed to room temperature and stirred over night. Once the reaction was complete, it was cooled to 0° C. and carefully quenched with water (10 mL), and extracted with ethyl acetate (4×15 mL), dried over sodium sulfate and concentrated. Preparative HPLC was used to purify the title compound as a whit... As a reaction SMILES: [H-].[H-].[H-].[H-].[Li+].[Al+3].[Br:7][C:8]1[CH:20]=[N:19][C:11]2[NH:12][C:13](=O)[C@H:14]([CH3:17])[NH:15][CH2:16][C:10]=2[CH:9]=1>C1COCC1>[Br:7][C:8]1[CH:20]=[N:19][C:11]2[NH:12][CH2:13][C@H:14]([CH3:17])[NH:15][CH2:16][C:10]=2[CH:9]=1 |f:0.1.2.3.4.5|. Run in C1CCOC1 (THF). Product: BrC1=CC2=C(NC[C@@H](NC2)C)N=C1 ((S)-7-bromo-3-methyl-2,3,4,5-tetrahydro-1H-pyrido[2,3-e][1,4]diazepine). Starting materials: C1(CCCC1)OC=1C=C(C=O)C=CC1OC (3-cyclopentyloxy-4-methoxybenzaldehyde), C(C(C)C)[Mg]Cl (isobutylmagnesium chloride), Cl (HCl). Run in C(C)OCC (ethyl ether). Yields the product C1(CCCC1)OC=1C=C(C=CC1OC)C(CC(C)C)O (1-(3-Cyclopentyloxy-4-methoxyphenyl)-3-methylbutan-1-ol). Isolated yield 86.0%. Reaction SMILES: [CH:1]1([O:6][C:7]2[CH:8]=[C:9]([CH:12]=[CH:13][C:14]=2[O:15][CH3:16])[CH:10]=[O:11])[CH2:5][CH2:4][CH2:3][CH2:2]1.[CH2:17]([Mg]Cl)[CH:18]([CH3:20])[CH3:19].Cl>C(OCC)C>[CH:1]1([O:6][C:7]2[CH:8]=[C:9]([CH:10]([OH:11])[CH2:17][CH:18]([CH3:20])[CH3:19])[CH:12]=[CH:13][C:14]=2[O:15][CH3:16])[CH2:2][CH2:3][CH2:4][CH2:5]1. Procedure details: To a magnetically-stirred solution of 3-cyclopentyloxy-4-methoxybenzaldehyde (25.0 mmol, 5.50 g) of Example 1A, in anhydrous ethyl ether (250 mL) at 0° C. is added isobutylmagnesium chloride (30 mmol, 15 mL; 2.0M solution in ethyl ether) dropwise over 20 minutes. The reaction mixture is allowed to stir while slowly warming to room temperature over 1 hour and is then poured into 1N HCl (250 mL) and partitioned with ethyl ether (200 mL). The aqueous phase is extracted with ethyl ether (200 mL) and... Reactants: COC(=O)C1(NC(=O)c2ccc(Br)s2)CCCC1, CO. The product is O=C(NC1(C(=O)O)CCCC1)c1ccc(Br)s1. RXN SMILES: [Br:1][c:2]1[cH:3][cH:4][c:5]([C:7](=[O:8])[NH:9][C:10]2([C:15](=[O:16])[O:17][CH3:18])[CH2:11][CH2:12][CH2:13][CH2:14]2)[s:6]1.[CH3:19][OH:20]>>[Br:1][c:2]1[cH:3][cH:4][c:5]([C:7](=[O:8])[NH:9][C:10]2([C:15](=[O:16])[OH:17])[CH2:11][CH2:12][CH2:13][CH2:14]2)[s:6]1.